The task is: describe an organic reaction: reactants, conditions, products, and yield. This data is from the Open Reaction Database (ORD), a public repository of structured organic reaction records. Starting materials: solution, [H-].[H-].[H-].[H-].[Li+].[Al+3] (LiAlH4), C(C)(C)N1CCN(CC1)C1=CC=C(C=N1)C1=CC=C(C#N)C=C1 (4-(6-(4-isopropylpiperazin-1-yl)pyridin-3-yl)benzonitrile), [OH-].[Na+] (NaOH). Run in C1CCOC1 (THF), C1CCOC1 (THF), C1CCOC1 (THF). Reaction conditions: time 3 hour. Product: C(C)(C)N1CCN(CC1)C1=CC=C(C=N1)C1=CC=C(CN)C=C1 (4-(6-(4-isopropylpiperazin-1-yl)pyridin-3-yl]benzylamine). The yield is 99.9%. RXN SMILES: [H-].[H-].[H-].[H-].[Li+].[Al+3].[CH:7]([N:10]1[CH2:15][CH2:14][N:13]([C:16]2[N:21]=[CH:20][C:19]([C:22]3[CH:29]=[CH:28][C:25]([C:26]#[N:27])=[CH:24][CH:23]=3)=[CH:18][CH:17]=2)[CH2:12][CH2:11]1)([CH3:9])[CH3:8].[OH-].[Na+]>C1COCC1>[CH:7]([N:10]1[CH2:11][CH2:12][N:13]([C:16]2[N:21]=[CH:20][C:19]([C:22]3[CH:29]=[CH:28][C:25]([CH2:26][NH2:27])=[CH:24][CH:23]=3)=[CH:18][CH:17]=2)[CH2:14][CH2:15]1)([CH3:9])[CH3:8] |f:0.1.2.3.4.5,7.8|. Reported procedure: A mixture of a 1 M solution of LiAlH4 in THF (1.1 mL, 1.1 mmol) and dry THF (10 mL) was placed under an atmosphere of nitrogen. A solution of 4-(6-(4-isopropylpiperazin-1-yl)pyridin-3-yl)benzonitrile (306 mg, 1.0 mmol, prepared as described in Example 10) in dry THF (5 mL) was added dropwise. The reaction mixture was then stirred at rt for 3 h and quenced with 1 N NaOH. The mixture was filtered and the volatiles were removed. The residue was re-evaporated with THF to give 310 mg (100%) of 4-(6-(... The reactants are COc1ccc(-c2cc3cc(OC)cc(C=O)c3o2)cc1, CCO, Cl, NO, c1ccncc1. Yields the product COc1ccc(-c2cc3cc(OC)cc(C=NO)c3o2)cc1. As a reaction SMILES: [CH3:10][O:11][c:12]1[cH:13][c:14]([CH:29]=[O:30])[c:15]2[c:16]([cH:17][c:18](-[c:20]3[cH:21][cH:22][c:23]([O:26][CH3:27])[cH:24][cH:25]3)[o:19]2)[cH:28]1.[CH3:31][CH2:32][OH:33].[ClH:1].[NH2:2][OH:3].[cH:4]1[cH:5][cH:6][n:7][cH:8][cH:9]1>>[N:2]([OH:3])=[CH:29][c:14]1[cH:13][c:12]([O:11][CH3:10])[cH:28][c:16]2[c:15]1[o:19][c:18](-[c:20]1[cH:21][cH:22][c:23]([O:26][CH3:27])[cH:24][cH:25]1)[cH:17]2. Starting materials: C(=O)(O)C=1N(C=C(C1C(=O)O)C1=CC=CC=C1)C1=C(C=CC=C1)OC (2,3-dicarboxy-1-(2-methoxyphenyl)-4-phenyl-pyrrole), Cu, Cu. Run in N1=CC=CC2=CC=CC=C12 (quinoline). Yields the product COC1=C(C=CC=C1)N1C=C(C=C1)C1=CC=CC=C1 (1-(2-methoxyphenyl)-3-phenyl-pyrrole). Isolated yield 45.1%. Reaction SMILES: C([C:4]1[N:5]([C:18]2[CH:23]=[CH:22][CH:21]=[CH:20][C:19]=2[O:24][CH3:25])[CH:6]=[C:7]([C:12]2[CH:17]=[CH:16][CH:15]=[CH:14][CH:13]=2)[C:8]=1C(O)=O)(O)=O>N1C2C(=CC=CC=2)C=CC=1>[CH3:25][O:24][C:19]1[CH:20]=[CH:21][CH:22]=[CH:23][C:18]=1[N:5]1[CH:4]=[CH:8][C:7]([C:12]2[CH:17]=[CH:16][CH:15]=[CH:14][CH:13]=2)=[CH:6]1. Reported procedure: 4.8 g of 2,3-dicarboxy-1-(2-methoxyphenyl)-4-phenyl-pyrrole and 2 g of Cu powder are heated for 2 hours to about 200° C. in 50 ml of quinoline. After cooling the Cu powder is filtered off. The filtrate is diluted with water, acidified with dilute aqueous HCl solution and extracted with ethyl acetate. The organic phase is washed successively with dilute, aqueous HCl solution, NaHCO3 solution and water and then dried. After the solvent has been distilled off in vacuo the remaining product is purif... Starting materials: O1CCN(CC1)CCNC(CCSCC=1C=C(C(=O)NC2=C(C=C(C=C2)N2CCCCC2)C=2C=C(C(=O)NCC3=CC(=CC=C3)C(F)(F)F)C=CN2)C=CC1)=O (2-(2-(3-(((3-((2-morpholinoethyl)amino)-3-oxopropyl)thio)methyl)benzamido)-5-(piperidin-1-yl)-phenyl)-N-(3-(trifluoromethyl)benzyl)isonicotinamide), COCCN (2-methoxyethylamine). Product: COCCNC(CCSCC=1C=C(C(=O)NC2=C(C=C(C=C2)N2CCCCC2)C=2C=C(C(=O)NCC3=CC(=CC=C3)C(F)(F)F)C=CN2)C=CC1)=O (2-(2-(3-(((3-((2-Methoxyethyl)amino)-3-oxopropyl)thio)methyl)benzamido)-5-(piperidin-1-yl)phenyl)-N-(3-(trifluoromethyl)benzyl)isonicotinamide). Reaction SMILES: O1CCN(C[CH2:8][NH:9][C:10](=[O:56])[CH2:11][CH2:12][S:13][CH2:14][C:15]2[CH:16]=[C:17]([CH:53]=[CH:54][CH:55]=2)[C:18]([NH:20][C:21]2[CH:26]=[CH:25][C:24]([N:27]3[CH2:32][CH2:31][CH2:30][CH2:29][CH2:28]3)=[CH:23][C:22]=2[C:33]2[CH:34]=[C:35]([CH:50]=[CH:51][N:52]=2)[C:36]([NH:38][CH2:39][C:40]2[CH:45]=[CH:44][CH:43]=[C:42]([C:46]([F:49])([F:48])[F:47])[CH:41]=2)=[O:37])=[O:19])CC1.[CH3:57][O:58][CH2:59]CN>>[CH3:57][O:58][CH2:59][CH2:8][NH:9][C:10](=[O:56])[CH2:11][CH2:12][S:13][CH2:14][C:15]1[CH:16]=[C:17]([CH:53]=[CH:54][CH:55]=1)[C:18]([NH:20][C:21]1[CH:26]=[CH:25][C:24]([N:27]2[CH2:28][CH2:29][CH2:30][CH2:31][CH2:32]2)=[CH:23][C:22]=1[C:33]1[CH:34]=[C:35]([CH:50]=[CH:51][N:52]=1)[C:36]([NH:38][CH2:39][C:40]1[CH:45]=[CH:44][CH:43]=[C:42]([C:46]([F:47])([F:48])[F:49])[CH:41]=1)=[O:37])=[O:19]. Reported procedure: This compound was prepared using the procedure described for the preparation of 2-(2-(3-(((3-((2-morpholinoethyl)amino)-3-oxopropyl)thio)methyl)benzamido)-5-(piperidin-1-yl)-phenyl)-N-(3-(trifluoromethyl)benzyl)isonicotinamide 4.16, using 2-methoxyethylamine in place of 2-morpholinoethylamine MS (ES, m/z): 734 [M+H]+